This data is from the Open Reaction Database (ORD), a public repository of structured organic reaction records. The task is: describe an organic reaction: reactants, conditions, products, and yield Starting materials: OO (hydrogen peroxide), C([O-])([O-])=O.[K+].[K+] (potassium carbonate), ClC1=CC=C2C(=CCC2=C1)C(C)C (6-chloro-3-isopropyl-1H-indene), B (borane), [OH-].[Na+] (NaOH). The solvent is O (water), O1CCCC1 (tetrahydrofuran). Conditions: temperature 0 celsius, time 2 hour. Product: ClC=1C=C2C[C@H]([C@@H](C2=CC1)C(C)C)O (trans-5-chloro-1-isopropyl-2-indanol). The yield is 94.6%. RXN SMILES: [Cl:1][C:2]1[CH:10]=[C:9]2[C:5]([C:6]([CH:11]([CH3:13])[CH3:12])=[CH:7][CH2:8]2)=[CH:4][CH:3]=1.B.[OH-].[Na+].OO.C(=O)([O-])[O-:20].[K+].[K+]>O1CCCC1.O>[Cl:1][C:2]1[CH:10]=[C:9]2[C:5](=[CH:4][CH:3]=1)[C@@H:6]([CH:11]([CH3:13])[CH3:12])[C@H:7]([OH:20])[CH2:8]2 |f:2.3,5.6.7|. Reported procedure: A solution of 6-chloro-3-isopropyl-1H-indene (6.45 g) in anhydrous tetrahydrofuran (15 ml) was added to a solution of borane:tetrahydrofuran complex (84.3 ml of 1.0M solution) at 0° C. under nitrogen atmosphere. The temperature of the reaction solution was kept below 5° C. during the addition. After the addition, the solution was further stirred at 0° C. for 0.5 hr and at room temperature for 2 hr. The solution was cooled to 0° C. and water (100 ml) was added, followed by 6N NaOH solution (100 m... Isolated yield 64.0%. Procedure details: A mixture of 6-methylfuro[3,2-c]pyridine-N-oxide monohydrate (19.85 g, 0.119 mol) in acetic anhydride (30 mL) was heated at 100° C. for one half hour. Then the reaction mixture was diluted with 20% hydrochloric acid (100 mL) and heating was continued for one hour. The solution was cooled and made basic with sodium hydroxide solution. The product was extracted into chloroform, dried over anhydrous sodium sulfate, filtered through a pad of charcoal and evaporated. The residue was triturated with c... Reactants: O.CC1=CC2=C(C=[N+]1[O-])C=CO2 (6-methylfuro[3,2-c]pyridine-N-oxide monohydrate), [OH-].[Na+] (sodium hydroxide). The solvent is C(C)(=O)OC(C)=O (acetic anhydride), Cl (hydrochloric acid). RXN SMILES: [OH2:1].[CH3:2][C:3]1[N+:8]([O-])=[CH:7][C:6]2[CH:10]=[CH:11][O:12][C:5]=2[CH:4]=1.[OH-].[Na+]>C(OC(=O)C)(=O)C.Cl>[OH:1][CH2:2][C:3]1[N:8]=[CH:7][C:6]2[CH:10]=[CH:11][O:12][C:5]=2[CH:4]=1 |f:0.1,2.3|. Reaction conditions: temperature 100 celsius, time 1 hour. Yields the product OCC1=CC2=C(C=N1)C=CO2 (6-hydroxymethylfuro[3,2-c]pyridine). RXN SMILES: [Br:1][c:2]1[cH:3][cH:4][c:5]([NH:8][CH2:9][CH2:10][OH:11])[cH:6][cH:7]1.[CH2:12]([c:13]1[cH:14][cH:15][cH:16][cH:17][cH:18]1)[O:19][C:20](=[O:21])[Cl:22].[CH3:25][c:26]1[cH:27][cH:28][cH:29][cH:30][cH:31]1.[Na+:24].[OH-:23]>>[Br:1][c:2]1[cH:3][cH:4][c:5]([N:8]([CH2:9][CH2:10][OH:11])[C:20]([O:19][CH2:12][c:13]2[cH:14][cH:15][cH:16][cH:17][cH:18]2)=[O:21])[cH:6][cH:7]1. Product: O=C(OCc1ccccc1)N(CCO)c1ccc(Br)cc1. Starting materials: OCCNc1ccc(Br)cc1, O=C(Cl)OCc1ccccc1, Cc1ccccc1, [Na+], [OH-].